This data is from the Open Reaction Database (ORD), a public repository of structured organic reaction records. The task is: describe an organic reaction: reactants, conditions, products, and yield Starting materials: FC(C(=O)O)(F)F (Trifluoroacetic acid), C(C1=CC=CC=C1)OC=1C=C(C=CC1OC)C[C@@H](C(=O)OC)NC(=O)OC(C)(C)C ((S)-methyl 3-(3-(benzyloxy)-4-methoxyphenyl)-2-((tert-butoxycarbonyl)amino)propanoate). Product: N[C@H](C(=O)OC)CC1=CC(=C(C=C1)OC)OCC1=CC=CC=C1 ((S)-methyl 2-amino-3-(3-(benzyloxy)-4-methoxyphenyl)propanoate), FC(C(=O)O)(F)F (TFA). Reported procedure: Trifluoroacetic acid (TFA; 25 mL) was added to a solution of (S)-methyl 3-(3-(benzyloxy)-4-methoxyphenyl)-2-((tert-butoxycarbonyl)amino)propanoate (5.00 g, 12.0 mmol) in dichloromethane (CH2Cl2; 50 mL) at 0° C. with stirring. The mixture was stirred for 1 h and then concentrated to dryness. The residue was azeotroped three times with EtOAc (20 mL for each portion) to remove residual TFA to afford crude compound (S)-methyl 2-amino-3-(3-(benzyloxy)-4-methoxyphenyl)propanoate as its TFA salt. RXN SMILES: [F:1][C:2]([F:7])([F:6])[C:3]([OH:5])=[O:4].[CH2:8]([O:15][C:16]1[CH:17]=[C:18]([CH2:24][C@H:25]([NH:30]C(OC(C)(C)C)=O)[C:26]([O:28][CH3:29])=[O:27])[CH:19]=[CH:20][C:21]=1[O:22][CH3:23])[C:9]1[CH:14]=[CH:13][CH:12]=[CH:11][CH:10]=1>ClCCl>[NH2:30][C@@H:25]([CH2:24][C:18]1[CH:19]=[CH:20][C:21]([O:22][CH3:23])=[C:16]([O:15][CH2:8][C:9]2[CH:10]=[CH:11][CH:12]=[CH:13][CH:14]=2)[CH:17]=1)[C:26]([O:28][CH3:29])=[O:27].[F:1][C:2]([F:7])([F:6])[C:3]([OH:5])=[O:4]. Solvent: ClCCl (dichloromethane). The reactants are C(C)OC(C1=CC=C(C=O)C=C1)OCC (4-(diethoxymethyl)benzaldehyde), C[Si](CCOCN1C(=NC=C1)C=O)(C)C ({[2-(trimethylsilyl)ethyloxy]methyl}-1H-imidazole-2-carboaldehyde), C[Si](CCOCN1C(=NC=C1)CN)(C)C (1-(1-{[2-(trimethylsilyl)ethoxy]methyl}-1H-imidazol-2-yl)methaneamine). Product: C(C)OC(C1=CC=C(C=C1)CNCC=1N(C=CN1)COCC[Si](C)(C)C)OCC (1-[4-(diethoxymethyl)phenyl]-N-[(1-{[2-(trimethylsilyl)ethoxy]methyl}-1H-imidazol-2-yl)methyl]methaneamine). As a reaction SMILES: [CH2:1]([O:3][CH:4]([O:13][CH2:14][CH3:15])[C:5]1[CH:12]=[CH:11][C:8]([CH:9]=O)=[CH:7][CH:6]=1)[CH3:2].C[Si](C)(C)CCOCN1C=CN=C1C=O.[CH3:31][Si:32]([CH3:45])([CH3:44])[CH2:33][CH2:34][O:35][CH2:36][N:37]1[CH:41]=[CH:40][N:39]=[C:38]1[CH2:42][NH2:43]>>[CH2:1]([O:3][CH:4]([O:13][CH2:14][CH3:15])[C:5]1[CH:12]=[CH:11][C:8]([CH2:9][NH:43][CH2:42][C:38]2[N:37]([CH2:36][O:35][CH2:34][CH2:33][Si:32]([CH3:45])([CH3:44])[CH3:31])[CH:41]=[CH:40][N:39]=2)=[CH:7][CH:6]=1)[CH3:2]. Procedure details: The same procedure as a series of reactions of Example 1, except that 4-(diethoxymethyl)benzaldehyde was used in place of 1-({[2-(trimethylsilyl)ethyloxy]methyl}-1H-imidazole-2-carboaldehyde and 1-(1-{[2-(trimethylsilyl)ethoxy]methyl}-1H-imidazol-2-yl)methaneamine was used in place of {[4-(methyloxy)phenyl]methyl}amine, to obtain the title compound having the following physical properties. The reactants are ClC1=C(C=CC=C1)N1CCNCC1 (1-(o-chlorophenyl)piperazine), C1COS(=O)(=O)C1 (1,3-propanesultone). Yields the product S(=O)(=O)(O)CCCN1CCN(CC1)C1=C(C=CC=C1)Cl (4-(3-Sulfopropyl)-1-(o-chlorophenyl)piperazine). RXN SMILES: [Cl:1][C:2]1[CH:7]=[CH:6][CH:5]=[CH:4][C:3]=1[N:8]1[CH2:13][CH2:12][NH:11][CH2:10][CH2:9]1.[CH2:14]1[CH2:20][S:17](=[O:19])(=[O:18])[O:16][CH2:15]1>>[S:17]([CH2:20][CH2:14][CH2:15][N:11]1[CH2:12][CH2:13][N:8]([C:3]2[CH:4]=[CH:5][CH:6]=[CH:7][C:2]=2[Cl:1])[CH2:9][CH2:10]1)([OH:19])(=[O:18])=[O:16]. Procedure: The reaction is conducted in the same manner as in Example 4 except that 4.2 g (21.4 mmols) of 1-(o-chlorophenyl)piperazine and 3.2 g (26.2 mmols) of 1,3-propanesultone are used. The resulting product is recrystallized from water. Reactants: O=C([O-])O, ClCCl, CCC(C)=O, CCOCC, COc1cc(C)c(S(=O)(=O)N(C)CCOCC(=O)O)c(C)c1, C[Si](C)(C)Cl, [Na+], COc1cc(C)c(S(=O)(=O)N(C)CCOCC(=O)N2CCC(O)(c3cccnc3)CC2)c(C)c1, OC1(c2cccnc2)CCNCC1. The product is Cl, COc1cc(C)c(S(=O)(=O)N(C)CCOCC(=O)N2CCC(O)(c3cccnc3)CC2)c(C)c1. RXN SMILES: [C:36](=[O:37])([OH:38])[O-:39].[CH2:80]([Cl:81])[Cl:82].[CH2:83]([C:84]([CH3:85])=[O:86])[CH3:87].[CH2:88]([O:89][CH2:90][CH3:91])[CH3:92].[CH3:1][O:2][c:3]1[cH:4][c:5]([CH3:6])[c:7]([S:8]([N:9]([CH2:10][CH2:11][O:12][CH2:13][C:14]([OH:15])=[O:16])[CH3:17])(=[O:18])=[O:19])[c:20]([CH3:21])[cH:22]1.[Cl:75][Si:76]([CH3:77])([CH3:78])[CH3:79].[Na+:40].[OH:41][C:42]1([c:69]2[cH:70][n:71][cH:72][cH:73][cH:74]2)[CH2:43][CH2:44][N:45]([C:48]([CH2:49][O:50][CH2:51][CH2:52][N:53]([S:54](=[O:55])(=[O:56])[c:57]2[c:58]([CH3:66])[cH:59][c:60]([O:64][CH3:65])[cH:61][c:62]2[CH3:63])[CH3:67])=[O:68])[CH2:46][CH2:47]1.[n:23]1[cH:24][cH:25][cH:26][c:27]([C:28]2([OH:29])[CH2:30][CH2:31][NH:32][CH2:33][CH2:34]2)[cH:35]1>>[ClH:75].[OH:41][C:42]1([c:69]2[cH:70][n:71][cH:72][cH:73][cH:74]2)[CH2:43][CH2:44][N:45]([C:48]([CH2:49][O:50][CH2:51][CH2:52][N:53]([S:54](=[O:55])(=[O:56])[c:57]2[c:58]([CH3:66])[cH:59][c:60]([O:64][CH3:65])[cH:61][c:62]2[CH3:63])[CH3:67])=[O:68])[CH2:46][CH2:47]1. The reactants are C1CCOC1, C=CCC1(c2ccc(F)cc2)CCN(Cc2ccc(Cl)cc2Cl)C(=O)O1, C=C(C)CC, O. The product is O=C1OC(CCCO)(c2ccc(F)cc2)CCN1Cc1ccc(Cl)cc1Cl. As a reaction SMILES: [CH2:33]1[O:34][CH2:35][CH2:36][CH2:37]1.[CH2:6]([CH:7]=[CH2:8])[C:9]1([c:25]2[cH:26][cH:27][c:28]([F:31])[cH:29][cH:30]2)[CH2:10][CH2:11][N:12]([CH2:16][c:17]2[c:18]([Cl:24])[cH:19][c:20]([Cl:23])[cH:21][cH:22]2)[C:13](=[O:15])[O:14]1.[CH3:1][C:2]([CH2:3][CH3:4])=[CH2:5].[OH2:32]>>[CH2:6]([CH2:7][CH2:8][OH:32])[C:9]1([c:25]2[cH:26][cH:27][c:28]([F:31])[cH:29][cH:30]2)[CH2:10][CH2:11][N:12]([CH2:16][c:17]2[c:18]([Cl:24])[cH:19][c:20]([Cl:23])[cH:21][cH:22]2)[C:13](=[O:15])[O:14]1.